From a dataset of the Open Reaction Database (ORD), a public repository of structured organic reaction records. describe an organic reaction: reactants, conditions, products, and yield Starting materials: ClC=1C=C(C(=C(OC2CCN(CC2)C(=O)OC(C)(C)C)C1)C)C(=O)OC (tert-butyl 4-(5-chloro-3-(methoxycarbonyl)-2-methylphenoxy)piperidine-1-carboxylate), Cl.O1CCOCC1 (HCl dioxane). Run in C(Cl)Cl (DCM). Reaction conditions: time 1 hour. Product: Cl.ClC=1C=C(C(=C(C(=O)OC)C1)C)OC1CCNCC1 (methyl 5-chloro-2-methyl-3-(piperidin-4-yloxy)benzoate, hydrochloride). Yield: 147.8%. As a reaction SMILES: [Cl:1][C:2]1[CH:3]=[C:4]([C:23]([O:25][CH3:26])=[O:24])[C:5]([CH3:22])=[C:6]([CH:21]=1)[O:7][CH:8]1[CH2:13][CH2:12][N:11](C(OC(C)(C)C)=O)[CH2:10][CH2:9]1.Cl.O1CCOCC1>C(Cl)Cl>[ClH:1].[Cl:1][C:2]1[CH:21]=[C:6]([O:7][CH:8]2[CH2:13][CH2:12][NH:11][CH2:10][CH2:9]2)[C:5]([CH3:22])=[C:4]([CH:3]=1)[C:23]([O:25][CH3:26])=[O:24] |f:1.2,4.5|. Procedure: A solution of tert-butyl 4-(5-chloro-3-(methoxycarbonyl)-2-methylphenoxy)piperidine-1-carboxylate (300 mg, 0.782 mmol) in DCM (3 mL) was treated with 4 M HCl/dioxane (3908 μl, 15.63 mmol) and stirred for 1 h at RT. The slurry was filtered and dried to give methyl 5-chloro-2-methyl-3-(piperidin-4-yloxy)benzoate, hydrochloride (0.185 g, 0.578 mmol, 74% yield). 1H NMR (400 MHz, DMSO-d6) δ 1.76-1.94 (m, 2 H) 2.02-2.16 (m, 2 H) 2.30 (s, 3 H) 2.99-3.13 (m, 2 H) 3.16-3.26 (m, 2 H) 3.83 (s, 3 H) 4.78 (d... Reactants: FC(C(=O)O)(F)F.ClC=1C(=C2C(=NC1)NC(=N2)C2=CC=C(C=C2)CN2CCOCC2)N[C@H]2[C@H]([C@@H]1C=C[C@H]2C1)C(=O)N ((1S,2S,3R,4R)-3-[6-Chloro-2-(4-morpholin-4-ylmethyl-phenyl)-3H-imidazo[4,5-b]pyridine-7-ylamino]-bicyclo[2.2.1]hept-5-ene-2-carboxylic acid amide-trifluoroacetate salt), NC1=NC=C(C(=C1N)N[C@@H]1[C@@H]([C@H]2C=C[C@@H]1C2)C(=O)N)Cl ((1R,2R,3S,4S)-3-(2,3-Diamino-5-chloro-pyridin-4-ylamino)-bicyclo[2.2.1]hept-5-ene-2-carboxylic acid amide), CN1CCN(CC1)C1=CC=C(C=O)C=C1 (4-(4-Methyl-piperazin-1-yl)-benzaldehyde). Product: ClC=1C(=C2C(=NC1)NC(=N2)C2=CC=C(C=C2)N2CCN(CC2)C)N[C@@H]2[C@@H]([C@H]1C=C[C@@H]2C1)C(=O)N ((1R,2R,3S,4S)-3-{6-Chloro-2-[4-(4-methyl-piperazin-1-yl)-phenyl]-3H-imidazo[4,5-b]pyridine-7-ylamino}-bicyclo[2.2.1]hept-5-ene-2-carboxylic acid amide). The yield is 66.0%. RXN SMILES: FC(F)(F)C(O)=O.[Cl:8][C:9]1[C:10]([NH:31][C@@H:32]2[C@@H:37]3[CH2:38][C@@H:34]([CH:35]=[CH:36]3)[C@@H:33]2[C:39]([NH2:41])=[O:40])=[C:11]2[N:17]=[C:16]([C:18]3[CH:23]=[CH:22][C:21](CN4CCOCC4)=[CH:20][CH:19]=3)[NH:15][C:12]2=[N:13][CH:14]=1.NC1C(N)=C(N[C@H]2[C@H]3C[C@H](C=C3)[C@H]2C(N)=O)C(Cl)=CN=1.[CH3:62][N:63]1[CH2:68][CH2:67][N:66](C2C=CC(C=O)=CC=2)[CH2:65][CH2:64]1>>[Cl:8][C:9]1[C:10]([NH:31][C@H:32]2[C@H:37]3[CH2:38][C@H:34]([CH:35]=[CH:36]3)[C@H:33]2[C:39]([NH2:41])=[O:40])=[C:11]2[N:17]=[C:16]([C:18]3[CH:19]=[CH:20][C:21]([N:66]4[CH2:67][CH2:68][N:63]([CH3:62])[CH2:64][CH2:65]4)=[CH:22][CH:23]=3)[NH:15][C:12]2=[N:13][CH:14]=1 |f:0.1|. Procedure details: In the same fashion as for Compound III, (1R,2R,3S,4S)-3-(2,3-Diamino-5-chloro-pyridin-4-ylamino)-bicyclo[2.2.1]hept-5-ene-2-carboxylic acid amide and 4-(4-Methyl-piperazin-1-yl)-benzaldehyde were reacted to produce the title compound (66%). 1H NMR (d-chloroform): 15.63 (br s, 1H) 8.36 (d, J=9 Hz, 1H), 8.02 (d, J=9 Hz, 2H), 7.78 (s, 1H), 7.03 (d, J=9 Hz, 2H), 6.48 (m, 1H), 6.42 (m, 1H), 5.95 (s, 1H), 5.59 (s, 1H), 5.54 (t, J=8 Hz, 1H), 3.38-3.92 (m, 8H), 3.17 (s, 1H), 3.04 (m, 1H), 3.02 (s, 1H),... Reaction conditions: temperature 0 celsius, time 1 hour. The product is OC1C(CN2CCC3=C(C2C1)C=C(C(=C3)OC)OC)CC(C)OC (2-hydroxy-3-(2-methoxypropyl)-1,3,4,6,7,11b-hexahydro-9,10-dimethoxy-benzo(a)quinolizine). Yield: 80.0%. The reactants are CC(C)CC1CN2CCC3=CC(=C(C=C3C2CC1=O)OC)OC (Tetrabenazine), CC(C)CC1CN2CCC3=CC(=C(C=C3C2CC1=O)OC)OC (Tetrabenazine), C(C)O (ethanol), [BH4-].[Na+] (NaBH4). Procedure details: Tetrabenazine (Formula 1; 9.01 mg, 0.0284 mmol) was dissolved in 1 mL of ethanol, the solution was cooled to 0° C., and then NaBH4 (3.22 mg, 0.0851 mmol) was slowly added thereto. The temperature was heated to normal temperature and then the mixture was stirred for 1 hr. The mixture was distilled under reduced pressure, water (3 mL) and CH2Cl2 (3 mL) were added thereto to extract an organic layer, and the organic layer collected was washed with a saturated K2CO3 aqueous solution. Anhydrous magne... RXN SMILES: [CH3:1][CH:2]([CH2:4][CH:5]1[C:18](=[O:19])[CH2:17][CH:16]2[N:7]([CH2:8][CH2:9][C:10]3[C:15]2=[CH:14][C:13]([O:20][CH3:21])=[C:12]([O:22][CH3:23])[CH:11]=3)[CH2:6]1)C.[BH4-].[Na+].[CH2:26]([OH:28])C>>[OH:19][CH:18]1[CH2:17][CH:16]2[N:7]([CH2:8][CH2:9][C:10]3[CH:11]=[C:12]([O:22][CH3:23])[C:13]([O:20][CH3:21])=[CH:14][C:15]=32)[CH2:6][CH:5]1[CH2:4][CH:2]([O:28][CH3:26])[CH3:1] |f:1.2|. Yields the product [N+](=O)([O-])C1=CC=C(C(=O)NC2=CC(=C(C=C2)C)C)C=C1 (4-Nitro-N-(3,4-dimethylphenyl)benzamide). Reactants: NC1=CC(=C(C=C1)C)C (3,4-xylidine), [N+](=O)([O-])C1=CC=C(C(=O)O)C=C1 (4-nitrobenzoic acid). Procedure details: Using 3,4-xylidine (1.35 g, 11.0 mmol) and 4-nitrobenzoic acid (1.69 g, 10.0 mmol), the procedure of Reference Example 16 was repeated to obtain 2.70 g (quantitative) of the title compound in the form of light yellow crystals. RXN SMILES: [NH2:1][C:2]1[CH:7]=[CH:6][C:5]([CH3:8])=[C:4]([CH3:9])[CH:3]=1.[N+:10]([C:13]1[CH:21]=[CH:20][C:16]([C:17](O)=[O:18])=[CH:15][CH:14]=1)([O-:12])=[O:11]>>[N+:10]([C:13]1[CH:14]=[CH:15][C:16]([C:17]([NH:1][C:2]2[CH:7]=[CH:6][C:5]([CH3:8])=[C:4]([CH3:9])[CH:3]=2)=[O:18])=[CH:20][CH:21]=1)([O-:12])=[O:11]. Starting materials: FC(C1=CC=C(OC2=CC=C(OC(C(=O)O)C)C=C2)C=C1)(F)F (α-[4-(4-trifluoromethylphenoxy)phenoxy]propionic acid), CO (methanol), B(F)(F)F (boron trifluoride). Run in O (water). Product: FC(C1=CC=C(OC2=CC=C(OC(C(=O)OC)C)C=C2)C=C1)(F)F (Methyl α-[4-(4-Trifluoromethylphenoxy)phenoxy]propionate). Isolated yield 71.9%. Reaction SMILES: [F:1][C:2]([F:23])([F:22])[C:3]1[CH:21]=[CH:20][C:6]([O:7][C:8]2[CH:19]=[CH:18][C:11]([O:12][CH:13]([CH3:17])[C:14]([OH:16])=[O:15])=[CH:10][CH:9]=2)=[CH:5][CH:4]=1.[CH3:24]O.B(F)(F)F>O>[F:1][C:2]([F:22])([F:23])[C:3]1[CH:4]=[CH:5][C:6]([O:7][C:8]2[CH:19]=[CH:18][C:11]([O:12][CH:13]([CH3:17])[C:14]([O:16][CH3:24])=[O:15])=[CH:10][CH:9]=2)=[CH:20][CH:21]=1. Procedure details: 10 g of α-[4-(4-trifluoromethylphenoxy)phenoxy]propionic acid was reacted with 80 g of methanol in the presence of 5 g of boron trifluoride at 55° to 60° C. for 3 hours. The reaction product was poured into water, and extracted with chloroform. The extract was washed with dilute alkali (i.e., 2-3% NaOH aqueous solution) and water, and dried. Then, the chloroform was evaporated off. The residue was distilled at reduced pressure to afford 7.5 g of the final product having a boiling point of 165° t... The reactants are CCCCOc1c(-c2cccc3sc(C(C)=CC(=O)OCC)cc23)cc(C(C)C)cc1C(C)C, C1CCOC1, CO, [Li+], [OH-]. Yields the product CCCCOc1c(-c2cccc3sc(C(C)=CC(=O)O)cc23)cc(C(C)C)cc1C(C)C. RXN SMILES: [CH2:1]([CH3:2])[O:3][C:4]([CH:5]=[C:6]([CH3:7])[c:8]1[cH:9][c:10]2[c:11]([s:12]1)[cH:13][cH:14][cH:15][c:16]2-[c:17]1[c:18]([O:29][CH2:30][CH2:31][CH2:32][CH3:33])[c:19]([CH:26]([CH3:27])[CH3:28])[cH:20][c:21]([CH:23]([CH3:24])[CH3:25])[cH:22]1)=[O:34].[CH2:35]1[O:36][CH2:37][CH2:38][CH2:39]1.[CH3:42][OH:43].[Li+:41].[OH-:40]>>[O:3]=[C:4]([CH:5]=[C:6]([CH3:7])[c:8]1[cH:9][c:10]2[c:11]([s:12]1)[cH:13][cH:14][cH:15][c:16]2-[c:17]1[c:18]([O:29][CH2:30][CH2:31][CH2:32][CH3:33])[c:19]([CH:26]([CH3:27])[CH3:28])[cH:20][c:21]([CH:23]([CH3:24])[CH3:25])[cH:22]1)[OH:34]. Starting materials: CC1=CC=C(C=C1)C1=CC(=C(C=O)C=C1)[N+](=O)[O-] (4-(4-methylphenyl)-2-nitrobenzaldehyde), S(=O)([O-])S(=O)[O-].[Na+].[Na+] (sodium hydrosulfite), O (water). Solvent: C1CCOC1 (THF). Conditions: time 10 minute. Product: NC1=C(C=O)C=CC(=C1)C1=CC=C(C=C1)C (2-amino-4-(4-methylphenyl)benzaldehyde). The yield is 50.3%. As a reaction SMILES: [CH3:1][C:2]1[CH:7]=[CH:6][C:5]([C:8]2[CH:15]=[CH:14][C:11]([CH:12]=[O:13])=[C:10]([N+:16]([O-])=O)[CH:9]=2)=[CH:4][CH:3]=1.S(S([O-])=O)([O-])=O.[Na+].[Na+].O>C1COCC1>[NH2:16][C:10]1[CH:9]=[C:8]([C:5]2[CH:4]=[CH:3][C:2]([CH3:1])=[CH:7][CH:6]=2)[CH:15]=[CH:14][C:11]=1[CH:12]=[O:13] |f:1.2.3|. Procedure details: Into a solution of 4-(4-methylphenyl)-2-nitrobenzaldehyde (590 mg) in THF (50 ml) was added a solution of sodium hydrosulfite (2.66 g)/water (25 ml). After being stirred at room temperature for 10 minutes, the reaction mixture was extracted with ethyl acetate, and the extract was washed with an aqueous solution of sodium chloride. The extract was dried (anhydrous magnesium sulfate) and was then concentrated to obtain 2-amino-4-(4-methylphenyl)benzaldehyde (0.26 g) as a light brown powder.